Dataset: the Open Reaction Database (ORD), a public repository of structured organic reaction records. Task: describe an organic reaction: reactants, conditions, products, and yield RXN SMILES: [Br:15][CH2:16][CH2:17][CH2:18][C:19]([O:20][CH3:21])([O:22][CH3:23])[O:24][CH3:25].[Li:1].[NH2-:2].[NH3:3].[O:26]1[CH2:27][CH2:28][CH2:29][CH2:30]1.[o:4]1[c:5]([CH:9]([CH2:10][C:11]#[CH:12])[O:13][CH3:14])[cH:6][cH:7][cH:8]1>>[o:4]1[c:5]([CH:9]([CH2:10][C:11]#[C:12][CH2:16][CH2:17][CH2:18][C:19]([O:20][CH3:21])([O:22][CH3:23])[O:24][CH3:25])[O:13][CH3:14])[cH:6][cH:7][cH:8]1. Reactants: COC(CCCBr)(OC)OC, [Li], [NH2-], N, C1CCOC1, C#CCC(OC)c1ccco1. Product: COC(CC#CCCCC(OC)(OC)OC)c1ccco1. Starting materials: C(=C)(C)C=1C=C(C=CC1)C1OCCO1 (2-(3-isopropenyl-phenyl)-[1,3]dioxolane), C1CCCCC1.CCOC(=O)C (cyclohexane EtOAc). The product is CC1(CC1)C=1C=C(C=O)C=CC1 (3-(1-Methyl-cyclopropyl)benzaldehyde). As a reaction SMILES: [C:1]([C:4]1[CH:5]=[C:6]([CH:10]2[O:14]CCO2)[CH:7]=[CH:8][CH:9]=1)([CH3:3])=[CH2:2].[CH2:15]1CCCCC1.CCOC(C)=O>>[CH3:15][C:1]1([C:4]2[CH:5]=[C:6]([CH:7]=[CH:8][CH:9]=2)[CH:10]=[O:14])[CH2:2][CH2:3]1 |f:1.2|. Reported procedure: The title compound was prepared following a procedure described in J. Am. Chem. Soc. 2007, 127, 12440-12441, starting from 2-(3-isopropenyl-phenyl)-[1,3]dioxolane and was obtained as a light yellow oil: TLC (cyclohexane-EtOAc 80:20) Rf=0.52; HPLC RtG2=1.35 min; 1H NMR (400 MHz, DMSO-d6): δ 9.98 (s, 1H), 7.74 (s, 1H), 7.68 (d, 1H), 7.51 (m, 2H), 1.40 (s, 3H), 0.89 (t, 2H), 0.81 (m, 2H). The reactants are N[C@@H]1CCCC=2C(=CN=CC12)C=1C=C2CCC(N(C2=CC1)C)=O ((R)-6-(8-Amino-5,6,7,8-tetrahydroisoquinolin-4-yl)-1-methyl-3,4-dihydroquinolin-2(1H)-one), CS(=O)(=O)Cl (methanesulfonyl chloride). The product is CN1C(CCC2=CC(=CC=C12)C1=CN=CC=2[C@@H](CCCC12)NS(=O)(=O)C)=O (N—[(R)-4-(1-Methyl-2-oxo-1,2,3,4-tetrahydro-quinolin-6-yl)-5,6,7,8-tetrahydro-isoquinolin-8-yl]-methanesulfonamide). Reaction SMILES: [NH2:1][C@H:2]1[C:11]2[CH:10]=[N:9][CH:8]=[C:7]([C:12]3[CH:13]=[C:14]4[C:19](=[CH:20][CH:21]=3)[N:18]([CH3:22])[C:17](=[O:23])[CH2:16][CH2:15]4)[C:6]=2[CH2:5][CH2:4][CH2:3]1.[CH3:24][S:25](Cl)(=[O:27])=[O:26]>>[CH3:22][N:18]1[C:19]2[C:14](=[CH:13][C:12]([C:7]3[C:6]4[CH2:5][CH2:4][CH2:3][C@@H:2]([NH:1][S:25]([CH3:24])(=[O:27])=[O:26])[C:11]=4[CH:10]=[N:9][CH:8]=3)=[CH:21][CH:20]=2)[CH2:15][CH2:16][C:17]1=[O:23]. Procedure details: In analogy to the procedure described for the preparation of example 4, reaction of (R)-6-(8-amino-5,6,7,8-tetrahydroisoquinolin-4-yl)-1-methyl-3,4-dihydroquinolin-2(1H)-one (example 61) with methanesulfonyl chloride gave the title compound as a colorless solid. MS: 386.5 (M+H+). The reactants are CC1=C(C(NC(=C1)C)=O)C#N (4,6-dimethyl-2-oxo-1,2-dihydro-pyridine-3-carbonitrile), C(C)(=O)[O-].[Na+] (sodium acetate), Cl (HCl). Reagents/catalysts: [Pt]=O (platinum oxide), [Pd] (Palladium on carbon). Run in C(C)(=O)O (acetic acid). Conditions: temperature 0 celsius, time 2 day. Product: Cl.NCC=1C(NC(=CC1C)C)=O (3-(Aminomethyl)-4,6-dimethyl-2(1H)-pyridinone hydrochloride). RXN SMILES: [CH3:1][C:2]1[CH:7]=[C:6]([CH3:8])[NH:5][C:4](=[O:9])[C:3]=1[C:10]#[N:11].C([O-])(=O)C.[Na+].[ClH:17]>[Pd].[Pt]=O.C(O)(=O)C>[ClH:17].[NH2:11][CH2:10][C:3]1[C:4](=[O:9])[NH:5][C:6]([CH3:8])=[CH:7][C:2]=1[CH3:1] |f:1.2,7.8|. Procedure details: Palladium on carbon (10%) (3.24 g) was charged into a 2 L dry Parr bottle and a small amount of acetic acid was added. Next added 4,6-dimethyl-2-oxo-1,2-dihydro-pyridine-3-carbonitrile (30 g, 202.7 mmol), sodium acetate (30.75 g, 375.0 mmol), platinum oxide (0.218 g), and acetic acid (1 L). The bottle was capped, placed on Parr apparatus, and shaken under an atmosphere of H2 (100 psi) for 2 days. The reaction mixture was filtered. The solvent was removed to give a residue, which was treated with... Starting materials: ClC1=NC2=CC=C(C=C2C=C1)O (2-chloro-6-hydroxy-quinoline), CC(=O)C (acetone), FC1=CC=C(CBr)C=C1 (4-fluorobenzylbromide). Run in O (water). Product: ClC1=NC2=CC=C(C=C2C=C1)OCC1=CC=C(C=C1)F (2-chloro-6-(4-fluoro-benzyloxy)-quinoline). The yield is 22.0%. Reaction SMILES: [Cl:1][C:2]1[CH:11]=[CH:10][C:9]2[C:4](=[CH:5][CH:6]=[C:7]([OH:12])[CH:8]=2)[N:3]=1.CC(C)=O.[F:17][C:18]1[CH:25]=[CH:24][C:21]([CH2:22]Br)=[CH:20][CH:19]=1>O>[Cl:1][C:2]1[CH:11]=[CH:10][C:9]2[C:4](=[CH:5][CH:6]=[C:7]([O:12][CH2:22][C:21]3[CH:24]=[CH:25][C:18]([F:17])=[CH:19][CH:20]=3)[CH:8]=2)[N:3]=1. Reported procedure: To a stirred solution of 2-chloro-6-hydroxy-quinoline (0.6 g, 3.0 mmol) in acetone (15 ml) potassium carbonate (0.55 g, 4.0 mmol) and 4-fluorobenzylbromide (0.76 g, 4.0 mmol) were added at ambient temperature. Then the reaction mixture was heated to reflux for 3 h. Upon cooling to ambient temperature water was added and the whole mixture extracted twice with ethyl acetate. The combined organic phases were dried on sodium sulfate, filtered and evaporated. Purification of the residue by flash chro...